Dataset: the Open Reaction Database (ORD), a public repository of structured organic reaction records. Task: describe an organic reaction: reactants, conditions, products, and yield The reactants are C1CCOC1, COC(=O)Cl, COC(=O)C(=C1NCCCS1)[N+](=O)[O-], [Na]. Yields the product COC(=O)C(=C1SCCCN1C(=O)OC)[N+](=O)[O-]. RXN SMILES: [CH2:21]1[O:22][CH2:23][CH2:24][CH2:25]1.[Cl:1][C:2](=[O:3])[O:4][CH3:5].[N+:7](=[O:8])([O-:9])[C:10]([C:11](=[O:12])[O:13][CH3:14])=[C:15]1[S:16][CH2:17][CH2:18][CH2:19][NH:20]1.[Na:6]>>[C:2](=[O:3])([O:4][CH3:5])[N:20]1[C:15](=[C:10]([N+:7](=[O:8])[O-:9])[C:11](=[O:12])[O:13][CH3:14])[S:16][CH2:17][CH2:18][CH2:19]1.